From a dataset of the Open Reaction Database (ORD), a public repository of structured organic reaction records. describe an organic reaction: reactants, conditions, products, and yield The reactants are C1CCOC1, [Li]CCCC, [N-]=[N+]=[N-], [Na+], O, Cc1ccccc1S(=O)(=O)Cl, CC(O)c1ccncc1. Product: CC(N=[N+]=[N-])c1ccncc1. Reaction SMILES: [CH2:30]1[O:31][CH2:32][CH2:33][CH2:34]1.[CH3:10][CH2:11][CH2:12][CH2:13][Li:14].[N-:26]=[N+:27]=[N-:28].[Na+:29].[OH2:35].[c:15]1([CH3:16])[c:17]([S:18]([Cl:19])(=[O:20])=[O:21])[cH:22][cH:23][cH:24][cH:25]1.[n:1]1[cH:2][cH:3][c:4]([CH:7]([CH3:8])[OH:9])[cH:5][cH:6]1>>[n:1]1[cH:2][cH:3][c:4]([CH:7]([CH3:8])[N:26]=[N+:27]=[N-:28])[cH:5][cH:6]1.